The task is: describe an organic reaction: reactants, conditions, products, and yield. This data is from the Open Reaction Database (ORD), a public repository of structured organic reaction records. Starting materials: ClC1=C(SC(=C1Cl)Cl)C#N (3,4,5-trichloro-2-thiophenecarbonitrile), BrCC(=O)C(F)(F)F (1-bromo-3,3,3-trifluoroacetone), C(C)#N (Acetonitrile), C(C)(C)[N-]C(C)C.[Li+] (lithium diisopropylamide). Run in O (water), CCCCCC (hexane), C(C)(=O)OCC (ethyl acetate), O1CCCC1 (tetrahydrofuran), C(C)(=O)O (acetic acid), O1CCCC1 (tetrahydrofuran). Reaction conditions: temperature -78 celsius, time 30 minute. Product: ClC1=C(SC(=C1Cl)Cl)C=1NC(=CC1C#N)C(F)(F)F (2-(3,4,5-Trichloro-2-Thienyl)-5-(Trifluoromethyl)Pyrrole-3-Carbonitrile). The yield is 7.8%. As a reaction SMILES: [C:1](#[N:3])[CH3:2].C([N-]C(C)C)(C)C.[Li+].[Cl:12][C:13]1[C:17]([Cl:18])=[C:16]([Cl:19])[S:15][C:14]=1[C:20]#[N:21].Br[CH2:23][C:24]([C:26]([F:29])([F:28])[F:27])=O>O1CCCC1.C(O)(=O)C.O.CCCCCC.C(OCC)(=O)C>[Cl:12][C:13]1[C:17]([Cl:18])=[C:16]([Cl:19])[S:15][C:14]=1[C:20]1[NH:21][C:24]([C:26]([F:29])([F:28])[F:27])=[CH:23][C:2]=1[C:1]#[N:3] |f:1.2|. Procedure: Acetonitrile (0.97 g, 23.7 mmol) is added dropwise to a solution of lithium diisopropylamide (two molar in hydrocarbons, 10.9 mL, 21.8 mmol) in tetrahydrofuran at -78° C. The reaction mixture is stirred at -78° C. for 30 minutes, treated with a solution of 3,4,5-trichloro-2-thiophenecarbonitrile (3.87 g, 18.2 mmol) in tetrahydrofuran, stirred for 30 minutes at -78° C., warmed to room temperature over 45 minutes, quenched with saturated ammonium chloride solution and extracted with ether. The com...